This data is from the Open Reaction Database (ORD), a public repository of structured organic reaction records. The task is: describe an organic reaction: reactants, conditions, products, and yield The reactants are CS(=O)(=O)Cl, CC(=O)c1ccc(N)c(C)c1, C1CCOC1, c1ccncc1. Yields the product CC(=O)c1ccc(NS(C)(=O)=O)c(C)c1. RXN SMILES: [CH3:12][S:13]([Cl:14])(=[O:15])=[O:16].[NH2:1][c:2]1[c:3]([CH3:11])[cH:4][c:5]([C:8]([CH3:9])=[O:10])[cH:6][cH:7]1.[O:23]1[CH2:24][CH2:25][CH2:26][CH2:27]1.[cH:17]1[cH:18][cH:19][n:20][cH:21][cH:22]1>>[NH:1]([c:2]1[c:3]([CH3:11])[cH:4][c:5]([C:8]([CH3:9])=[O:10])[cH:6][cH:7]1)[S:13]([CH3:12])(=[O:15])=[O:16]. Starting materials: O (water), 3.1, ClC1=C(C(=CC=C1)Cl)NC1=C(N=C2N1C=CC=N2)C2=C(C(=O)O)C=C(C=C2OC)OC (2-[3-(2,6-dichlorophenylamino)imidazo[1,2-a]pyrimidin-2-yl]-3,5-dimethoxybenzoic acid), C(NN)(=O)OC(C)(C)C (tert-butyl carbazate). Solvent: CN(C)C=O (DMF). Run at time 16 hour. Product: ClC1=C(C(=CC=C1)Cl)NC1=C(N=C2N1C=CC=N2)C2=C(C(=O)NNC(=O)OC(C)(C)C)C=C(C=C2OC)OC (tert-butyl N′-{2-[3-(2,6-dichlorophenylamino)-imidazo[1,2-a]pyrimidin-2-yl]-3,5-dimethoxybenzoyl}hydrazinecarboxylate). The yield is 19.0%. As a reaction SMILES: [Cl:1][C:2]1[CH:7]=[CH:6][CH:5]=[C:4]([Cl:8])[C:3]=1[NH:9][C:10]1[N:14]2[CH:15]=[CH:16][CH:17]=[N:18][C:13]2=[N:12][C:11]=1[C:19]1[C:27]([O:28][CH3:29])=[CH:26][C:25]([O:30][CH3:31])=[CH:24][C:20]=1[C:21]([OH:23])=O.[C:32]([O:36][C:37]([CH3:40])([CH3:39])[CH3:38])(=[O:35])[NH:33][NH2:34].O>CN(C=O)C>[Cl:1][C:2]1[CH:7]=[CH:6][CH:5]=[C:4]([Cl:8])[C:3]=1[NH:9][C:10]1[N:14]2[CH:15]=[CH:16][CH:17]=[N:18][C:13]2=[N:12][C:11]=1[C:19]1[C:27]([O:28][CH3:29])=[CH:26][C:25]([O:30][CH3:31])=[CH:24][C:20]=1[C:21]([NH:34][NH:33][C:32]([O:36][C:37]([CH3:40])([CH3:39])[CH3:38])=[O:35])=[O:23]. Reported procedure: 3.1 500 mg of 2-[3-(2,6-dichlorophenylamino)imidazo[1,2-a]pyrimidin-2-yl]-3,5-dimethoxybenzoic acid, 144 mg of tert-butyl carbazate and 250 mg of DAPECl are dissolved in 1 ml of DMF and stirred at RT for 16 h. The reaction mixture is poured into water, the precipitate formed is filtered off and dried. Purification by column chromatography (ethyl acetate/methanol) gives 120 mg (19%) of tert-butyl N′-{2-[3-(2,6-dichlorophenylamino)-imidazo[1,2-a]pyrimidin-2-yl]-3,5-dimethoxybenzoyl}hydrazinecarbox... Yields the product CC1(C)C=Cc2cc(S(=O)[O-])ccc2O1, [Na+]. The reactants are C[O-], CCCCCC, CC1(C)C=Cc2cc(Br)ccc2O1, [Li]CCCC, [Li], [Na+], [Na], O=S=O, O=[SH][O-]. As a reaction SMILES: [CH3:26][O-:27].[CH3:29][CH2:30][CH2:31][CH2:32][CH2:33][CH3:34].[CH3:6][C:7]1([CH3:18])[O:8][c:9]2[cH:10][cH:11][c:12]([Br:17])[cH:13][c:14]2[CH:15]=[CH:16]1.[Li:1][CH2:2][CH2:3][CH2:4][CH3:5].[Li:22].[Na+:28].[Na:35].[O:19]=[S:20]=[O:21].[SH:23](=[O:24])[O-:25]>>[CH3:6][C:7]1([CH3:18])[O:8][c:9]2[cH:10][cH:11][c:12]([S:20](=[O:19])[O-:21])[cH:13][c:14]2[CH:15]=[CH:16]1.[Na+:28]. Reactants: ClCC=1C=C(C(=O)NC=2SC3=C(C2C(=O)NC2=CC=C(C=C2)CCC2=CC=C(C(=O)OC)C=C2)CCCC3)C=CC1 (methyl 4-[2-(4-{[(2-{[3-(chloromethyl)benzoyl]amino}-4,5,6,7-tetrahydro-1-benzothiophen-3-yl)carbonyl]amino}phenyl)ethyl]benzoate), C(C)(C)NCCNC(C)C (N,N′-diisopropylethylenediamine). The product is C(C)(C)N(CCNC(C)C)CC=1C=C(C(=O)NC=2SC3=C(C2C(=O)NC2=CC=C(C=C2)CCC2=CC=C(C(=O)OC)C=C2)CCCC3)C=CC1 (methyl 4-[2-(4-{[(2-{[3-({isopropyl[2-(isopropylamino)ethyl]amino}methyl)benzoyl]amino}-4,5,6,7-tetrahydro-1-benzothiophen-3-yl)carbonyl]amino}phenyl)ethyl]benzoate). As a reaction SMILES: Cl[CH2:2][C:3]1[CH:4]=[C:5]([CH:39]=[CH:40][CH:41]=1)[C:6]([NH:8][C:9]1[S:10][C:11]2[CH2:38][CH2:37][CH2:36][CH2:35][C:12]=2[C:13]=1[C:14]([NH:16][C:17]1[CH:22]=[CH:21][C:20]([CH2:23][CH2:24][C:25]2[CH:34]=[CH:33][C:28]([C:29]([O:31][CH3:32])=[O:30])=[CH:27][CH:26]=2)=[CH:19][CH:18]=1)=[O:15])=[O:7].[CH:42]([NH:45][CH2:46][CH2:47][NH:48][CH:49]([CH3:51])[CH3:50])([CH3:44])[CH3:43]>>[CH:42]([N:45]([CH2:2][C:3]1[CH:4]=[C:5]([CH:39]=[CH:40][CH:41]=1)[C:6]([NH:8][C:9]1[S:10][C:11]2[CH2:38][CH2:37][CH2:36][CH2:35][C:12]=2[C:13]=1[C:14]([NH:16][C:17]1[CH:22]=[CH:21][C:20]([CH2:23][CH2:24][C:25]2[CH:34]=[CH:33][C:28]([C:29]([O:31][CH3:32])=[O:30])=[CH:27][CH:26]=2)=[CH:19][CH:18]=1)=[O:15])=[O:7])[CH2:46][CH2:47][NH:48][CH:49]([CH3:51])[CH3:50])([CH3:44])[CH3:43]. Procedure details: By using 250 mg of methyl 4-[2-(4-{[(2-{[3-(chloromethyl)benzoyl]amino}-4,5,6,7-tetrahydro-1-benzothiophen-3-yl)carbonyl]amino}phenyl)ethyl]benzoate and 0.25 mL of N,N′-diisopropylethylenediamine as starting materials, the reaction similar to Preparation Example 9 was performed, thereby obtaining 220 mg of methyl 4-[2-(4-{[(2-{[3-({isopropyl[2-(isopropylamino)ethyl]amino}methyl)benzoyl]amino}-4,5,6,7-tetrahydro-1-benzothiophen-3-yl)carbonyl]amino}phenyl)ethyl]benzoate. Reactants: NCC(=O)O (Glycine), O(C1=CC=CC=C1)CC(=O)Cl (phenoxyacetyl chloride), [OH-].[Na+] (NaOH). Solvent: O (water), CCOCC (ether). Product: O(C1=CC=CC=C1)CC(=O)NCC(=O)O (Phenoxyacetyl glycine). As a reaction SMILES: [NH2:1][CH2:2][C:3]([OH:5])=[O:4].[O:6]([CH2:13][C:14](Cl)=[O:15])[C:7]1[CH:12]=[CH:11][CH:10]=[CH:9][CH:8]=1.[OH-].[Na+]>O.CCOCC>[O:6]([CH2:13][C:14]([NH:1][CH2:2][C:3]([OH:5])=[O:4])=[O:15])[C:7]1[CH:12]=[CH:11][CH:10]=[CH:9][CH:8]=1 |f:2.3|. Reported procedure: Glycine (20 mmol) was reacted with distilled phenoxyacetyl chloride (22 mmol) in the presence of NaOH (40 mmol) in a mixture of water and ether as described in Example 5 Part A. The crude product was recrystallized from EtOAc (15 ml) to give title acid (2.38 gm, 57%).